This data is from the Open Reaction Database (ORD), a public repository of structured organic reaction records. The task is: describe an organic reaction: reactants, conditions, products, and yield Reactants: CC(CC1=NC=CC=C1)NC(=O)C1=CN(C2=NC=C(N=C21)C2=NNC1=CC(=CC=C21)F)COCC[Si](C)(C)C (2-(6-Fluoro-1H-indazol-3-yl)-5-(2-trimethylsilanyl-ethoxymethyl)-5H-pyrrolo[2,3-b]pyrazine-7-carboxylic acid (1-methyl-2-pyridin-2-yl-ethyl)-amide), [H-].[Na+] (Sodium hydride), Cl.BrCCN1CCCC1 (1-(2-Bromoethyl)pyrrolidine hydrochloride). Run in CN(C)C=O (DMF). Run at temperature 0 celsius, time 10 minute. Product: CC(CC1=NC=CC=C1)NC(=O)C1=CN(C2=NC=C(N=C21)C2=NN(C1=CC(=CC=C21)F)CCN2CCCC2)COCC[Si](C)(C)C (2-[6-fluoro-1-(2-pyrrolidin-1-yl-ethyl)-1H-indazol-3-yl]-5-(2-trimethylsilanyl-ethoxymethyl)-5H-pyrrolo[2,3-b]pyrazine-7-carboxylic acid (1-methyl-2-pyridin-2-yl-ethyl)-amide). The yield is 89.7%. As a reaction SMILES: [CH3:1][CH:2]([NH:10][C:11]([C:13]1[C:21]2[C:16](=[N:17][CH:18]=[C:19]([C:22]3[C:30]4[C:25](=[CH:26][C:27]([F:31])=[CH:28][CH:29]=4)[NH:24][N:23]=3)[N:20]=2)[N:15]([CH2:32][O:33][CH2:34][CH2:35][Si:36]([CH3:39])([CH3:38])[CH3:37])[CH:14]=1)=[O:12])[CH2:3][C:4]1[CH:9]=[CH:8][CH:7]=[CH:6][N:5]=1.[H-].[Na+].Cl.Br[CH2:44][CH2:45][N:46]1[CH2:50][CH2:49][CH2:48][CH2:47]1>CN(C=O)C>[CH3:1][CH:2]([NH:10][C:11]([C:13]1[C:21]2[C:16](=[N:17][CH:18]=[C:19]([C:22]3[C:30]4[C:25](=[CH:26][C:27]([F:31])=[CH:28][CH:29]=4)[N:24]([CH2:44][CH2:45][N:46]4[CH2:50][CH2:49][CH2:48][CH2:47]4)[N:23]=3)[N:20]=2)[N:15]([CH2:32][O:33][CH2:34][CH2:35][Si:36]([CH3:37])([CH3:39])[CH3:38])[CH:14]=1)=[O:12])[CH2:3][C:4]1[CH:9]=[CH:8][CH:7]=[CH:6][N:5]=1 |f:1.2,3.4|. Reported procedure: 2-(6-Fluoro-1H-indazol-3-yl)-5-(2-trimethylsilanyl-ethoxymethyl)-5H-pyrrolo[2,3-b]pyrazine-7-carboxylic acid (1-methyl-2-pyridin-2-yl-ethyl)-amide (70 mg, 0.13 mmol) was combined with DMF (2 mL) at 0° C. to give a yellow solution. Sodium hydride (60% in mineral oil, 14 mg, 0.385 mmol) was added and the reaction was stirred at 0° C. for 10 min. 1-(2-Bromoethyl)pyrrolidine hydrochloride (41 mg, 0.19 mmol) was added and teh reaction was stirred at 0° C. for 30 min then warmed to room temperature. T... Starting materials: C1CCOC1, C[Si](C)(C)[N-][Si](C)(C)C, CCSc1ccc(N)c(F)c1, O=C(O)c1ccc(F)c(F)c1F, [Li+]. The product is CCSc1ccc(Nc2c(C(=O)O)ccc(F)c2F)c(F)c1. As a reaction SMILES: [CH2:34]1[O:35][CH2:36][CH2:37][CH2:38]1.[CH3:25][Si:26]([N-:27][Si:28]([CH3:29])([CH3:30])[CH3:31])([CH3:32])[CH3:33].[F:13][c:14]1[c:15]([NH2:16])[cH:17][cH:18][c:19]([S:21][CH2:22][CH3:23])[cH:20]1.[F:1][c:2]1[c:3]([C:4](=[O:5])[OH:6])[cH:7][cH:8][c:9]([F:12])[c:10]1[F:11].[Li+:24]>>[c:2]1([NH:16][c:15]2[c:14]([F:13])[cH:20][c:19]([S:21][CH2:22][CH3:23])[cH:18][cH:17]2)[c:3]([C:4](=[O:5])[OH:6])[cH:7][cH:8][c:9]([F:12])[c:10]1[F:11]. Reactants: CN(C)SN(C)C(=O)F, CSC(C)(C)C=NO, [K+], [OH-], c1ccccc1. The product is CSC(C)(C)C=NOC(=O)N(C)SN(C)C. As a reaction SMILES: [CH3:11][N:12]([C:13](=[O:14])[F:15])[S:16][N:17]([CH3:18])[CH3:19].[CH3:3][C:4]([CH:5]=[N:6][OH:7])([CH3:8])[S:9][CH3:10].[K+:2].[OH-:1].[cH:20]1[cH:21][cH:22][cH:23][cH:24][cH:25]1>>[CH3:3][C:4]([CH:5]=[N:6][O:7][C:13]([N:12]([CH3:11])[S:16][N:17]([CH3:18])[CH3:19])=[O:14])([CH3:8])[S:9][CH3:10]. The reactants are Fc1ccc(CBr)c(CBr)c1, O=C([O-])[O-], CC(=O)CC(=O)OC(C)(C)C, CCC(C)=O, [K+], [K+], O. Product: CC(=O)C1(C(=O)OC(C)(C)C)Cc2ccc(F)cc2C1. As a reaction SMILES: [Br:1][CH2:2][c:3]1[c:4]([CH2:10][Br:11])[cH:5][c:6]([F:9])[cH:7][cH:8]1.[C:12](=[O:13])([O-:14])[O-:15].[C:18]([CH2:19][C:20](=[O:21])[CH3:22])(=[O:23])[O:24][C:25]([CH3:26])([CH3:27])[CH3:28].[CH3:30][C:31]([CH2:32][CH3:33])=[O:34].[K+:16].[K+:17].[OH2:29]>>[CH2:2]1[c:3]2[c:4]([cH:5][c:6]([F:9])[cH:7][cH:8]2)[CH2:10][C:19]1([C:18](=[O:23])[O:24][C:25]([CH3:26])([CH3:27])[CH3:28])[C:20](=[O:21])[CH3:22]. Reactants: CO, COc1cc(OCCSC)ccc1[N+](=O)[O-], [Cl-], [NH4+], [Zn]. Product: COc1cc(OCCSC)ccc1N. As a reaction SMILES: [CH3:19][OH:20].[CH3:1][O:2][c:3]1[c:4]([N+:14]([O-:15])=[O:16])[cH:5][cH:6][c:7]([O:9][CH2:10][CH2:11][S:12][CH3:13])[cH:8]1.[Cl-:17].[NH4+:18].[Zn:21]>>[CH3:1][O:2][c:3]1[c:4]([NH2:14])[cH:5][cH:6][c:7]([O:9][CH2:10][CH2:11][S:12][CH3:13])[cH:8]1. The reactants are OCc1cccc(-c2ncc(Br)cn2)c1, CC1(C)OB(c2cnn(CCN3CCOCC3)c2)OC1(C)C, COCCOC, ClCCl, [K+], [K+], [K+], O, O, O, O, O=P([O-])([O-])[O-]. Product: OCc1cccc(-c2ncc(-c3cnn(CCN4CCOCC4)c3)cn2)c1. As a reaction SMILES: [Br:12][c:13]1[cH:14][n:15][c:16](-[c:19]2[cH:20][c:21]([CH2:25][OH:26])[cH:22][cH:23][cH:24]2)[n:17][cH:18]1.[CH3:27][C:28]1([CH3:29])[C:30]([CH3:31])([CH3:32])[O:33][B:34]([c:35]2[cH:36][n:37][n:38]([CH2:40][CH2:41][N:42]3[CH2:43][CH2:44][O:45][CH2:46][CH2:47]3)[cH:39]2)[O:48]1.[CH3:52][O:53][CH2:54][CH2:55][O:56][CH3:57].[Cl:49][CH2:50][Cl:51].[K+:10].[K+:11].[K+:9].[OH2:1].[OH2:2].[OH2:3].[OH2:58].[P:4]([O-:5])([O-:6])([O-:7])=[O:8]>>[c:13]1(-[c:35]2[cH:36][n:37][n:38]([CH2:40][CH2:41][N:42]3[CH2:43][CH2:44][O:45][CH2:46][CH2:47]3)[cH:39]2)[cH:14][n:15][c:16](-[c:19]2[cH:20][c:21]([CH2:25][OH:26])[cH:22][cH:23][cH:24]2)[n:17][cH:18]1.